From a dataset of the Open Reaction Database (ORD), a public repository of structured organic reaction records. describe an organic reaction: reactants, conditions, products, and yield The reactants are CN(CC1(c2ccccc2)CC1COCc1ccccc1)S(=O)(=O)c1ccccc1, CCOC(C)=O. Product: CN(CC1(c2ccccc2)CC1CO)S(=O)(=O)c1ccccc1. Reaction SMILES: [CH3:1][N:2]([S:3](=[O:4])(=[O:5])[c:6]1[cH:7][cH:8][cH:9][cH:10][cH:11]1)[CH2:12][C:13]1([c:25]2[cH:26][cH:27][cH:28][cH:29][cH:30]2)[CH:14]([CH2:16][O:17][CH2:18][c:19]2[cH:20][cH:21][cH:22][cH:23][cH:24]2)[CH2:15]1.[CH3:31][CH2:32][O:33][C:34]([CH3:35])=[O:36]>>[CH3:1][N:2]([S:3](=[O:4])(=[O:5])[c:6]1[cH:7][cH:8][cH:9][cH:10][cH:11]1)[CH2:12][C:13]1([c:25]2[cH:26][cH:27][cH:28][cH:29][cH:30]2)[CH:14]([CH2:16][OH:17])[CH2:15]1. The reactants are CC(C)Cn1c(N)nc2ccc(Br)cc21, CS(C)=O, [Cu]I, [K+], [K+], CC(=O)[O-], CC(=O)[O-], O=C([O-])[O-], [Pd+2], C#Cc1ccccc1. Yields the product CC(C)Cn1c(N)nc2ccc(C#Cc3ccccc3)cc21. As a reaction SMILES: [Br:7][c:8]1[cH:9][cH:10][c:11]2[c:12]([n:13]([CH2:17][CH:18]([CH3:19])[CH3:20])[c:14]([NH2:16])[n:15]2)[cH:21]1.[CH3:30][S:31]([CH3:32])=[O:33].[Cu:43][I:44].[K+:1].[K+:2].[O-:35][C:36]([CH3:37])=[O:38].[O-:39][C:40]([CH3:41])=[O:42].[O-:3][C:4]([O-:5])=[O:6].[Pd+2:34].[c:22]1([C:28]#[CH:29])[cH:23][cH:24][cH:25][cH:26][cH:27]1>>[c:8]1([C:29]#[C:28][c:22]2[cH:23][cH:24][cH:25][cH:26][cH:27]2)[cH:9][cH:10][c:11]2[c:12]([n:13]([CH2:17][CH:18]([CH3:19])[CH3:20])[c:14]([NH2:16])[n:15]2)[cH:21]1. Product: CCC(C(=O)O)c1ccc(Br)cc1. Starting materials: CCOC(=O)C(CC)c1ccc(Br)cc1, C1CCOC1, Cl, [Li+], [OH-], O. Reaction SMILES: [Br:1][c:2]1[cH:3][cH:4][c:5]([CH:8]([C:9](=[O:10])[O:11][CH2:12][CH3:13])[CH2:14][CH3:15])[cH:6][cH:7]1.[CH2:20]1[O:21][CH2:22][CH2:23][CH2:24]1.[ClH:19].[Li+:17].[OH-:16].[OH2:18]>>[Br:1][c:2]1[cH:3][cH:4][c:5]([CH:8]([C:9](=[O:10])[OH:11])[CH2:14][CH3:15])[cH:6][cH:7]1.